This data is from the Open Reaction Database (ORD), a public repository of structured organic reaction records. The task is: describe an organic reaction: reactants, conditions, products, and yield Reactants: C(C1=CC=CC=C1)OC1=CC=C(C=C1)C1=CC=2N3C1=C(C(=C3C=CC2CO)C(=O)O)C(=O)O (3-(4-benzyloxyphenyl)-5-hydroxymethylpyrrolo[2,1,5-cd]indolizine-1,2-dicarboxylic acid), C(C)(=O)OC(C)=O (acetic acid anhydride). The product is C(C)(=O)OCC1=C2N3C(=C4C(=C3C=C1)C(=O)OC4=O)C(=C2)C2=CC=C(C=C2)OCC2=CC=CC=C2 (5-acetoxymethyl-3-(4-benzyloxyphenyl)pyrrolo[2,1,5-cd]indolizine-1,2-dicarboxylic acid anhydride). As a reaction SMILES: [CH2:1]([O:8][C:9]1[CH:14]=[CH:13][C:12]([C:15]2[C:19]3=[C:20]([C:31]([OH:33])=[O:32])[C:21]([C:28]([OH:30])=O)=[C:22]4[CH:23]=[CH:24][C:25]([CH2:26][OH:27])=[C:17]([N:18]34)[CH:16]=2)=[CH:11][CH:10]=1)[C:2]1[CH:7]=[CH:6][CH:5]=[CH:4][CH:3]=1.[C:34](OC(=O)C)(=[O:36])[CH3:35]>>[C:34]([O:27][CH2:26][C:25]1[CH:24]=[CH:23][C:22]2[N:18]3[C:19]([C:15]([C:12]4[CH:11]=[CH:10][C:9]([O:8][CH2:1][C:2]5[CH:3]=[CH:4][CH:5]=[CH:6][CH:7]=5)=[CH:14][CH:13]=4)=[CH:16][C:17]=13)=[C:20]1[C:31](=[O:32])[O:33][C:28](=[O:30])[C:21]1=2)(=[O:36])[CH3:35]. Reported procedure: The general synthetic pathway outlined in example 81, step 5, and example 83 have been applied to proper starting materials in the preparation of 3-(4-benzyloxyphenyl)-5-hydroxymethylpyrrolo[2,1,5-cd]indolizine-1,2-dicarboxylic acid, which was reacted with acetic acid anhydride by the general synthetic principles outlined in example 23, step 8, to afford 5-acetoxymethyl-3-(4-benzyloxyphenyl)pyrrolo[2,1,5-cd]indolizine-1,2-dicarboxylic acid anhydride as red crystals in 86%. 1H-NMR (DMSO-d6, 300 M... Starting materials: C(CCC)[Sn](C=C)(CCCC)CCCC (tributyl(vinyl)tin), tetrakistriphenylphosphine palladium, [Cl-].[Li+] (lithium chloride), BrC=1C=C2C(=CC1)N(CC21CN(CC1)C(=O)OC(C)(C)C)C(=O)OCC[Si](C)(C)C (1-(2-(trimethylsilyl)ethyl) 1′-tert-butyl 5-bromospiro[indoline-3,3′-pyrrolidine]-1,1′-dicarboxylate). Run in O1CCCC1 (tetrahydrofuran). Conditions: time 21 hour. Yields the product C(=C)C=1C=C2C(=CC1)N(CC21CN(CC1)C(=O)OC(C)(C)C)C(=O)OCC[Si](C)(C)C (1-(2-(trimethylsilyl)ethyl) 1′-tert-butyl 5-vinylspiro[indoline-3,3′-pyrrolidine]-1,1′-dicarboxylate). The yield is 80.9%. RXN SMILES: Br[C:2]1[CH:3]=[C:4]2[C:10]3([CH2:14][CH2:13][N:12]([C:15]([O:17][C:18]([CH3:21])([CH3:20])[CH3:19])=[O:16])[CH2:11]3)[CH2:9][N:8]([C:22]([O:24][CH2:25][CH2:26][Si:27]([CH3:30])([CH3:29])[CH3:28])=[O:23])[C:5]2=[CH:6][CH:7]=1.[CH2:31]([Sn](CCCC)(CCCC)C=C)[CH2:32]CC.[Cl-].[Li+]>O1CCCC1>[CH:31]([C:2]1[CH:3]=[C:4]2[C:10]3([CH2:14][CH2:13][N:12]([C:15]([O:17][C:18]([CH3:21])([CH3:20])[CH3:19])=[O:16])[CH2:11]3)[CH2:9][N:8]([C:22]([O:24][CH2:25][CH2:26][Si:27]([CH3:29])([CH3:28])[CH3:30])=[O:23])[C:5]2=[CH:6][CH:7]=1)=[CH2:32] |f:2.3|. Reported procedure: The 1-(2-(trimethylsilyl)ethyl) 1′-tert-butyl 5-bromospiro[indoline-3,3′-pyrrolidine]-1,1′-dicarboxylate (1.00 g, 2.01 mmol) obtained in Step 2 of Example 383 was dissolved in tetrahydrofuran (20 mL). Thereafter, tributyl(vinyl)tin (1.40 mL, 4.79 mmol), tetrakistriphenylphosphine palladium (240 mg, 0.21 mmol), and lithium chloride (260 mg, 6.13 mmol) were added to the above obtained solution at room temperature, and the thus obtained mixture was then stirred for 21 hours while heating under refl...